Dataset: the Open Reaction Database (ORD), a public repository of structured organic reaction records. Task: describe an organic reaction: reactants, conditions, products, and yield The reactants are ClC=1C=C(C=C(C1)Cl)C1(CC(=NO1)C1=CC(=CC=C1)[N+](=O)[O-])C(F)(F)F (5-(3,5-dichloro-phenyl)-3-(3-nitro-phenyl)-5-trifluoromethyl-4,5-dihydro-isoxazole), [Sn](Cl)Cl (tin(II) chloride), Cl (hydrochloric acid). The solvent is C(C)(C)O (isopropanol). Run at temperature 0 celsius. Product: ClC=1C=C(C=C(C1)Cl)C1(CC(=NO1)C=1C=C(C=CC1)N)C(F)(F)F (3-[5-(3,5-dichloro-phenyl)-5-trifluoromethyl-4,5-dihydro-isoxazol-3-yl]-phenylamine). Isolated yield 58.4%. As a reaction SMILES: [Cl:1][C:2]1[CH:3]=[C:4]([C:9]2([C:23]([F:26])([F:25])[F:24])[O:13][N:12]=[C:11]([C:14]3[CH:19]=[CH:18][CH:17]=[C:16]([N+:20]([O-])=O)[CH:15]=3)[CH2:10]2)[CH:5]=[C:6]([Cl:8])[CH:7]=1.[Sn](Cl)Cl.Cl>C(O)(C)C>[Cl:1][C:2]1[CH:3]=[C:4]([C:9]2([C:23]([F:25])([F:24])[F:26])[O:13][N:12]=[C:11]([C:14]3[CH:15]=[C:16]([NH2:20])[CH:17]=[CH:18][CH:19]=3)[CH2:10]2)[CH:5]=[C:6]([Cl:8])[CH:7]=1. Procedure details: To a solution of 5-(3,5-dichloro-phenyl)-3-(3-nitro-phenyl)-5-trifluoromethyl-4,5-dihydro-isoxazole (15.0 g, 37 mmol) (Example I2) in isopropanol (120 ml) was added tin(II) chloride (25 g, 133 mmol). The mixture was cooled to 0° C. and aqueous hydrochloric acid (concentrated) (23 ml) was added slowly at 0° C. The reaction mixture was heated to 80° C. for 2 hours. Then ⅓ of the total volume of isopropanol was evaporated. Water (100 ml) was added to the mixture and aqueous sodium hydroxide (4N) wa...